Dataset: the Open Reaction Database (ORD), a public repository of structured organic reaction records. Task: describe an organic reaction: reactants, conditions, products, and yield Reactants: C1CCNC1, Cc1ccccc1, O=C1CCc2cccc(Cl)c2C1. The product is Clc1cccc2c1C=C(N1CCCC1)CC2. RXN SMILES: [CH2:13]1[CH2:14][CH2:15][NH:16][CH2:17]1.[CH3:18][c:19]1[cH:20][cH:21][cH:22][cH:23][cH:24]1.[Cl:1][c:2]1[cH:3][cH:4][cH:5][c:6]2[c:11]1[CH2:10][C:9](=[O:12])[CH2:8][CH2:7]2>>[Cl:1][c:2]1[cH:3][cH:4][cH:5][c:6]2[c:11]1[CH:10]=[C:9]([N:16]1[CH2:15][CH2:14][CH2:13][CH2:17]1)[CH2:8][CH2:7]2. The reactants are CCOCc1cc([N+](=O)[O-])c(F)cc1Br, CC(=O)O, [Fe]. Yields the product CCOCc1cc(N)c(F)cc1Br. Reaction SMILES: [Br:1][c:2]1[c:3]([CH2:4][O:5][CH2:6][CH3:7])[cH:8][c:9]([N+:13]([O-:14])=[O:15])[c:10]([F:12])[cH:11]1.[CH3:16][C:17](=[O:18])[OH:19].[Fe:20]>>[Br:1][c:2]1[c:3]([CH2:4][O:5][CH2:6][CH3:7])[cH:8][c:9]([NH2:13])[c:10]([F:12])[cH:11]1. The reactants are C(C)(C)(C)N1CC(C1)([N+](=O)[O-])[N+](=O)[O-] (1-tertiary-butyl-3,3-dinitroazetidine), ClC(=O)OCC1=CC=CC=C1 (benzyl chloroformate), CC(C)=C (isobutylene). The solvent is C(Cl)(Cl)Cl (chloroform). The product is Cl.C(C)(C)(C)N1CC(C1)([N+](=O)[O-])[N+](=O)[O-] (1-tertiary-butyl-3,3-dinitroazetidine hydrochloride). Yield: 49.5%. RXN SMILES: [C:1]([N:5]1[CH2:8][C:7]([N+:12]([O-:14])=[O:13])([N+:9]([O-:11])=[O:10])[CH2:6]1)([CH3:4])([CH3:3])[CH3:2].[Cl:15]C(OCC1C=CC=CC=1)=O.CC(=C)C>C(Cl)(Cl)Cl>[ClH:15].[C:1]([N:5]1[CH2:6][C:7]([N+:12]([O-:14])=[O:13])([N+:9]([O-:11])=[O:10])[CH2:8]1)([CH3:4])([CH3:2])[CH3:3] |f:4.5|. Reported procedure: To 1-tertiary-butyl-3,3-dinitroazetidine (20 g, 0.099 mole) in 25 milliliters (ml) of chloroform was added benzyl chloroformate (9.24 g, 0.054 mole). The mixture was stirred under reflux for 24 hours during which time isobutylene was generated and a white precipitate was formed. The mixture was allowed to cool and was the precipitate was separated by filtration. The filter cake was washed with methylene chloride, air dried and weighed to yield 6.4 g (27%) of 1-tertiary-butyl-3,3-dinitroazetidine... Reactants: BrC=1C=C(N)C=C(C1)C(F)(F)F (3-Bromo-5-(trifluoromethyl)aniline), CC=1NC=CN1 (2-methylimidazole), N1=CC=CC2=CC=CC(=C12)O (8-quinolinol), C([O-])([O-])=O.[K+].[K+] (potassium carbonate), N#N (N2), [OH-].[NH4+] (ammonium hydroxide). Reagents/catalysts: [Cu]I (CuI). The solvent is CS(=O)C (dimethyl sulfoxide), C(C)(=O)OCC (ethyl acetate). Run at time 1 hour. Product: CC=1N(C=CN1)C=1C=C(N)C=C(C1)C(F)(F)F (3-(2-Methyl-1H-imidazole-1-yl)-5-(trifluoromethyl)aniline). Isolated yield 63.1%. As a reaction SMILES: Br[C:2]1[CH:3]=[C:4]([CH:6]=[C:7]([C:9]([F:12])([F:11])[F:10])[CH:8]=1)[NH2:5].[CH3:13][C:14]1[NH:15][CH:16]=[CH:17][N:18]=1.N1C2C(=CC=CC=2O)C=CC=1.C(=O)([O-])[O-].[K+].[K+].N#N.[OH-].[NH4+]>CS(C)=O.C(OCC)(=O)C.[Cu]I>[CH3:13][C:14]1[N:15]([C:2]2[CH:3]=[C:4]([CH:6]=[C:7]([C:9]([F:12])([F:11])[F:10])[CH:8]=2)[NH2:5])[CH:16]=[CH:17][N:18]=1 |f:3.4.5,7.8|. Reported procedure: 3-Bromo-5-(trifluoromethyl)aniline (1.2 mL, 8.60 mmol) and 2-methylimidazole (847 mg, 10.3 mmol) were dissolved in dimethyl sulfoxide (8.6 mL), and CuI (490 mg, 2.58 mmol), 8-quinolinol (370 mg, 2.58 mmol) and potassium carbonate (2.38 g, 17.2 mmol) were added thereto. The reaction mixture was treated with N2 gas for 10 minutes to remove gas and subjected to a reaction at 120° C. for 12 hours. The reaction mixture was cooled to room temperature, and 14% aqueous ammonium hydroxide solution was ad... The reactants are Cc1cc(CC(=O)OC(C)(C)C)ccc1NC(=O)Nc1ccccc1Br, ClCCl, O=C(O)C(F)(F)F. Yields the product Cc1cc(CC(=O)O)ccc1NC(=O)Nc1ccccc1Br. As a reaction SMILES: [Br:1][c:2]1[c:3]([NH:8][C:9]([NH:10][c:11]2[c:12]([CH3:25])[cH:13][c:14]([CH2:17][C:18](=[O:19])[O:20][C:21]([CH3:22])([CH3:23])[CH3:24])[cH:15][cH:16]2)=[O:26])[cH:4][cH:5][cH:6][cH:7]1.[Cl:34][CH2:35][Cl:36].[F:27][C:28]([F:29])([F:30])[C:31]([OH:32])=[O:33]>>[Br:1][c:2]1[c:3]([NH:8][C:9]([NH:10][c:11]2[c:12]([CH3:25])[cH:13][c:14]([CH2:17][C:18](=[O:19])[OH:20])[cH:15][cH:16]2)=[O:26])[cH:4][cH:5][cH:6][cH:7]1. Starting materials: ClC1=C(C=C(C(=C1)F)N1C(N(C(=CC1=O)C(F)(F)F)C)=O)O (2-chloro-4-fluoro-5-[3-methyl-2,6-dioxo-4-(trifluoromethyl)-1,2,3,6-tetrahydropyrimidine-1-yl]phenol), OC(C)C=1C=C(OC(C(=O)OC)C)C=CC1 (methyl 2-[3-(1-hydroxyethyl)phenoxy]propionate), C1(=CC=CC=C1)P(C1=CC=CC=C1)C1=CC=CC=C1 (triphenylphosphine), N(=NC(=O)[O-])C(=O)[O-] (azodicarboxylate). Run in O1CCCC1 (tetrahydrofuran). Yields the product ClC1=C(OC(C)C=2C=C(OC(C(=O)OC)C)C=CC2)C=C(C(=C1)F)N1C(N(C(=CC1=O)C(F)(F)F)C)=O (methyl 2-[3-(1-{2-chloro-4-fluoro-5-[3-methyl-2,6-dioxo-4-(trifluoromethyl)-1,2,3,6-tetrahydropyrimidine-1-yl]phenoxy}ethyl)phenoxy]propionate). As a reaction SMILES: [Cl:1][C:2]1[CH:7]=[C:6]([F:8])[C:5]([N:9]2[C:14](=[O:15])[CH:13]=[C:12]([C:16]([F:19])([F:18])[F:17])[N:11]([CH3:20])[C:10]2=[O:21])=[CH:4][C:3]=1[OH:22].O[CH:24]([C:26]1[CH:27]=[C:28]([CH:36]=[CH:37][CH:38]=1)[O:29][CH:30]([CH3:35])[C:31]([O:33][CH3:34])=[O:32])[CH3:25].C1(P(C2C=CC=CC=2)C2C=CC=CC=2)C=CC=CC=1.N(C([O-])=O)=NC([O-])=O>O1CCCC1>[Cl:1][C:2]1[CH:7]=[C:6]([F:8])[C:5]([N:9]2[C:14](=[O:15])[CH:13]=[C:12]([C:16]([F:18])([F:19])[F:17])[N:11]([CH3:20])[C:10]2=[O:21])=[CH:4][C:3]=1[O:22][CH:24]([C:26]1[CH:27]=[C:28]([CH:36]=[CH:37][CH:38]=1)[O:29][CH:30]([CH3:35])[C:31]([O:33][CH3:34])=[O:32])[CH3:25]. Procedure: Into 10 ml of anhydrous tetrahydrofuran were dissolved 0.3 g of 2-chloro-4-fluoro-5-[3-methyl-2,6-dioxo-4-(trifluoromethyl)-1,2,3,6-tetrahydropyrimidine-1-yl]phenol, 0.199 g of methyl 2-[3-(1-hydroxyethyl)phenoxy]propionate and 0.232 g of triphenylphosphine; 0.179 g of dilsopropyl azodicarboxylate was added dropwise under ice-cooling and stirring and the mixture was stirred overnight at room temperature. The reaction solution was concentrated under reduced pressure; the obtained residue was subj... The reactants are [H-].[Na+] (sodium hydride), OC1CNS(C2=C1C=CS2)(=O)=O (3,4-dihydro-4-hydroxy-2H-thieno[3,2-e]-1,2-thiazine 1,1-dioxide), C(C=C)Br (allyl bromide). Solvent: CN(C)C=O (DMF). Reaction conditions: temperature -10 celsius, time 2 hour. The product is C(C=C)N1S(C2=C(C(C1)O)C=CS2)(=O)=O (2-Allyl-3,4-dihydro-4-hydroxy-2H-thieno[3,2-e]-1,2-thiazine 1,1-dioxide). Yield: 87.8%. Reaction SMILES: [OH:1][CH:2]1[C:7]2[CH:8]=[CH:9][S:10][C:6]=2[S:5](=[O:12])(=[O:11])[NH:4][CH2:3]1.[H-].[Na+].[CH2:15](Br)[CH:16]=[CH2:17]>CN(C=O)C>[CH2:17]([N:4]1[CH2:3][CH:2]([OH:1])[C:7]2[CH:8]=[CH:9][S:10][C:6]=2[S:5]1(=[O:12])=[O:11])[CH:16]=[CH2:15] |f:1.2|. Procedure: The product from Step C of Example 2 (4.0 g, 19.5 mmol) was dissolved in anhydrous DMF (70 mL) cooled to -10° C. and sodium hydride (21.5 mmol) was added. After stirring for five minutes allyl bromide (2.53 mL, 29.25 mmol) was added and this mixture stirred for 2 h at 0° C. The reaction mixture was poured onto ice water (100 mL) and this solution was extracted with ethyl acetate. The combined extracts were washed with brine, dried (MgSO4) and evaporated to give a crude product which was purified... Starting materials: [Na+].[Na+].[N+](=O)([O-])C=1C=C(C(=CC1)C=CC=1C(=CC(=CC1)[N+](=O)[O-])S(=O)(=O)[O-])S(=O)(=O)[O-] (4,4′-dinitro-2,2′-stilbenedisulfonic acid disodium salt). Solvent: O (water). Yields the product [N+](=O)([O-])C=1C=C(C(=CC1)C=CC=1C(=CC(=CC1)[N+](=O)[O-])S(=O)(=O)O)S(=O)(=O)O (4,4′-dinitro-2,2′-stilbenedisulfonic acid). Reaction SMILES: [Na+].[Na+].[N+:3]([C:6]1[CH:7]=[C:8]([S:27]([O-:30])(=[O:29])=[O:28])[C:9]([CH:12]=[CH:13][C:14]2[C:15]([S:23]([O-:26])(=[O:25])=[O:24])=[CH:16][C:17]([N+:20]([O-:22])=[O:21])=[CH:18][CH:19]=2)=[CH:10][CH:11]=1)([O-:5])=[O:4]>O>[N+:20]([C:17]1[CH:16]=[C:15]([S:23]([OH:26])(=[O:25])=[O:24])[C:14]([CH:13]=[CH:12][C:9]2[C:8]([S:27]([OH:30])(=[O:29])=[O:28])=[CH:7][C:6]([N+:3]([O-:5])=[O:4])=[CH:11][CH:10]=2)=[CH:19][CH:18]=1)([O-:22])=[O:21] |f:0.1.2|. Procedure details: Solid 4,4′-dinitro-2,2′-stilbenedisulfonic acid disodium salt (2550 parts) is dissolved in hot water to produce a nominal 8% w/w solution (7.8-8.2% expressed as 4,4′-dinitro-2,2′-stilbenedisulfonic acid). Then 2375 parts of 50% sodium hydroxide solution is added. The temperature of the solution is adjusted to 60-62° C. A self-condensation reaction is carried out in a pH range from about 11 to 13 and in the temperature range from 60 to 65° C. by the addition in equal increments over 2 hours of 70...